Dataset: the Open Reaction Database (ORD), a public repository of structured organic reaction records. Task: describe an organic reaction: reactants, conditions, products, and yield Starting materials: NCc1ccc2[nH]c(C(F)(F)F)cc2c1, O=C(O)c1ccc(OCC(F)(F)F)nc1, O=C(NCc1ccc2[nH]c(C(F)(F)F)cc2c1)c1ccc(C(F)(F)F)nc1. The product is O=C(NCc1ccc2[nH]c(C(F)(F)F)cc2c1)c1ccc(OCC(F)(F)F)nc1. RXN SMILES: [F:16][C:17]([c:18]1[nH:19][c:20]2[cH:21][cH:22][c:23]([CH2:27][NH2:28])[cH:24][c:25]2[cH:26]1)([F:29])[F:30].[F:1][C:2]([CH2:3][O:4][c:5]1[cH:6][cH:7][c:8]([C:11](=[O:12])[OH:13])[cH:9][n:10]1)([F:14])[F:15].[F:31][C:32]([F:33])([F:34])[c:35]1[nH:36][c:37]2[c:38]([cH:39]1)[cH:40][c:41]([CH2:42][NH:43][C:44]([c:45]1[cH:46][n:47][c:48]([C:49]([F:50])([F:51])[F:52])[cH:53][cH:54]1)=[O:55])[cH:56][cH:57]2>>[F:1][C:2]([CH2:3][O:4][c:5]1[cH:6][cH:7][c:8]([C:11](=[O:13])[NH:28][CH2:27][c:23]2[cH:22][cH:21][c:20]3[nH:19][c:18]([C:17]([F:16])([F:29])[F:30])[cH:26][c:25]3[cH:24]2)[cH:9][n:10]1)([F:14])[F:15]. Reactants: [H-].[Na+] (sodium hydride), CNS(=O)(=O)C1=CC=C(C=C1)C (N-methyl-p-toluenesulfonamide), O (water), ClC=1N=NC(=CC1)Cl (3,6-dichloropyridazine). The solvent is CN(C)C=O (DMF). Yields the product ClC1=CC=C(N=N1)N(S(=O)(=O)C1=CC=C(C=C1)C)C (N-(6-Chloro-3-pyridazinyl)-N-methyl-p-toluenesulfonamide). Yield: 47.4%. Reaction SMILES: [H-].[Na+].[CH3:3][NH:4][S:5]([C:8]1[CH:13]=[CH:12][C:11]([CH3:14])=[CH:10][CH:9]=1)(=[O:7])=[O:6].[Cl:15][C:16]1[N:17]=[N:18][C:19](Cl)=[CH:20][CH:21]=1.O>CN(C=O)C>[Cl:15][C:16]1[N:17]=[N:18][C:19]([N:4]([CH3:3])[S:5]([C:8]2[CH:13]=[CH:12][C:11]([CH3:14])=[CH:10][CH:9]=2)(=[O:7])=[O:6])=[CH:20][CH:21]=1 |f:0.1|. Procedure: To a suspension of sodium hydride (60%, 0.42 g (10.5 mmol)) in 10.0 ml of DMF, N-methyl-p-toluenesulfonamide (1.85 g (9.99 mmol)) was added under ice-cooling and with stirring. To the resulting mixture, after 15 minutes' stirring under cooling with ice, 3,6-dichloropyridazine (1.49 g (10.0 mmol)) was added. The reaction mixture was stirred at room temperature for one hour, poured into water and extracted with ethyl acetate. The extract was washed with water and saturated sodium chloride solution...